This data is from the Open Reaction Database (ORD), a public repository of structured organic reaction records. The task is: describe an organic reaction: reactants, conditions, products, and yield Starting materials: bromo, SCCC(=O)OC (methyl β-mercaptopropionate), BrCCCCCCCCCCCOCCCCCC (11-bromoundecyloxyhexane), BrCCCCCCCCCCCO (11-Bromoundecan-1-ol), C(CCCCC)[O-].[Na+] (sodium hexanolate), P(Br)(Br)Br (phosphorus tribromide), [H-].[Al+3].[Li+].[H-].[H-].[H-] (lithium aluminium hydride). The solvent is C[O-].[Na+] (sodium methylate), N1=CC=CC=C1 (pyridine). The product is C(CCCCC)OCCCCCCCCCCCSCCCO (3-(11-hexyloxyundecylthio)-propanol). RXN SMILES: BrCCCCCCCCCCCO.C([O-])CCCCC.[Na+].P(Br)(Br)Br.Br[CH2:27][CH2:28][CH2:29][CH2:30][CH2:31][CH2:32][CH2:33][CH2:34][CH2:35][CH2:36][CH2:37][O:38][CH2:39][CH2:40][CH2:41][CH2:42][CH2:43][CH3:44].[SH:45][CH2:46][CH2:47][C:48](OC)=[O:49].[H-].[Al+3].[Li+].[H-].[H-].[H-]>C[O-].[Na+].N1C=CC=CC=1>[CH2:39]([O:38][CH2:37][CH2:36][CH2:35][CH2:34][CH2:33][CH2:32][CH2:31][CH2:30][CH2:29][CH2:28][CH2:27][S:45][CH2:46][CH2:47][CH2:48][OH:49])[CH2:40][CH2:41][CH2:42][CH2:43][CH3:44] |f:1.2,6.7.8.9.10.11,12.13|. Procedure details: 11-Bromoundecan-1-ol (m.p. 45°-48° C. ) is reacted with sodium hexanolate and the syrupy product obtained is reacted with phosphorus tribromide in the presence of pyridine. The structure of the oil obtained is confirmed by mass spectroscopy as being 11-bromoundecyloxyhexane. This bromo compound is reacted with methyl β-mercaptopropionate in sodium methylate solution and the oil obtained is then reduced with lithium aluminium hydride to give 3-(11-hexyloxyundecylthio)-propanol; m.p. 27°-29° C. Ph... Starting materials: ClC=1C2=C(N=CN1)C1=C(O2)C=CC=C1 (4-Chloro-benzo[4,5]furo[3,2-d]pyrimidine), Cl.Cl.NCCNC1=NC(=NC=C1)N (N4-(2-aminoethyl)pyrimidine-2,4-diamine dihydrochloride). Product: N1=CN=C(C2=C1C1=C(O2)C=CC=C1)NCCNC1=NC(=NC=C1)N (N4-[2-([1]benzofuro[3,2-d]pyrimidin-4-ylamino)ethyl]pyrimidine-2,4-diamine). RXN SMILES: Cl[C:2]1[C:3]2[O:10][C:9]3[CH:11]=[CH:12][CH:13]=[CH:14][C:8]=3[C:4]=2[N:5]=[CH:6][N:7]=1.Cl.Cl.[NH2:17][CH2:18][CH2:19][NH:20][C:21]1[CH:26]=[CH:25][N:24]=[C:23]([NH2:27])[N:22]=1>>[N:5]1[C:4]2[C:8]3[CH:14]=[CH:13][CH:12]=[CH:11][C:9]=3[O:10][C:3]=2[C:2]([NH:17][CH2:18][CH2:19][NH:20][C:21]2[CH:26]=[CH:25][N:24]=[C:23]([NH2:27])[N:22]=2)=[N:7][CH:6]=1 |f:1.2.3|. Procedure details: 4-Chloro-benzo[4,5]furo[3,2-d]pyrimidine (50 mg, 0.244 mmol) and the product of Example 1E (72 mg, 0.318 mmol) were treated under the conditions of Example 1F to afford the title compound. 1H NMR (300 MHz, DMSO-d6) δ ppm 3.59-3.85 (m, 4H) 6.03 (d, J=7.12 Hz, 1H) 7.52 (t, J=7.46 Hz, 1H) 7.58-7.67 (m, 1H) 7.67-7.88 (m, 4H) 8.11 (d, J=7.12 Hz, 1H) 8.28-8.44 (m, 1H) 8.82 (t, J=5.43 Hz, 1H) 11.69 (s, 1H); MS (ESI+) m/z 322.0 (M+H)+. The reactants are CCOC(=O)c1ccc(OC)c(C=Cc2ccc(C(F)(F)F)cc2)c1, CCOC(=O)c1ccc(OC)c(C=O)c1, CCOP(=O)(Cc1ccc(C(F)(F)F)cc1)OCC. The product is COc1ccc(C(=O)O)cc1C=Cc1ccc(C(F)(F)F)cc1. RXN SMILES: [CH3:1][O:2][c:3]1[c:4]([CH:14]=[CH:15][c:16]2[cH:17][cH:18][c:19]([C:22]([F:23])([F:24])[F:25])[cH:20][cH:21]2)[cH:5][c:6]([C:7](=[O:8])[O:9][CH2:10][CH3:11])[cH:12][cH:13]1.[CH:45]([c:46]1[cH:47][c:48]([C:54]([O:55][CH2:56][CH3:57])=[O:58])[cH:49][cH:50][c:51]1[O:52][CH3:53])=[O:59].[F:26][C:27]([F:28])([F:29])[c:30]1[cH:31][cH:32][c:33]([CH2:34][P:35](=[O:36])([O:37][CH2:38][CH3:39])[O:40][CH2:41][CH3:42])[cH:43][cH:44]1>>[CH3:1][O:2][c:3]1[c:4]([CH:14]=[CH:15][c:16]2[cH:17][cH:18][c:19]([C:22]([F:23])([F:24])[F:25])[cH:20][cH:21]2)[cH:5][c:6]([C:7](=[O:8])[OH:9])[cH:12][cH:13]1. Reactants: CO, CC(=O)O, COc1ccc(OC)c2c1CCC2=NO. Product: COc1ccc(OC)c2c1CCC2N. Reaction SMILES: [CH3:16][OH:17].[CH3:18][C:19](=[O:20])[OH:21].[CH3:1][O:2][c:3]1[c:4]2[c:8]([c:9]([O:12][CH3:13])[cH:10][cH:11]1)[C:7](=[N:14][OH:15])[CH2:6][CH2:5]2>>[CH3:1][O:2][c:3]1[c:4]2[c:8]([c:9]([O:12][CH3:13])[cH:10][cH:11]1)[CH:7]([NH2:14])[CH2:6][CH2:5]2. Starting materials: COC1=CC=C(C2=C1N=C(S2)N)N2CCOCC2 (4-methoxy-7-morpholin-4-yl-benzothiazol-2-yl-amine), C(CC)(=O)Cl (propionyl chloride). Product: COC1=CC=C(C2=C1N=C(S2)NC(CC)=O)N2CCOCC2 (N-(4-Methoxy-7-morpholin-4-yl-benzothiazol-2-yl)-propionamide). Reaction SMILES: [CH3:1][O:2][C:3]1[C:8]2[N:9]=[C:10]([NH2:12])[S:11][C:7]=2[C:6]([N:13]2[CH2:18][CH2:17][O:16][CH2:15][CH2:14]2)=[CH:5][CH:4]=1.[C:19](Cl)(=[O:22])[CH2:20][CH3:21]>>[CH3:1][O:2][C:3]1[C:8]2[N:9]=[C:10]([NH:12][C:19](=[O:22])[CH2:20][CH3:21])[S:11][C:7]=2[C:6]([N:13]2[CH2:18][CH2:17][O:16][CH2:15][CH2:14]2)=[CH:5][CH:4]=1. Procedure details: Using 4-methoxy-7-morpholin-4-yl-benzothiazol-2-yl-amine and propionyl chloride the title compound was obtained as a light yellow solid (5%), MS: m/e=322 (M+H+). Starting materials: O=C([O-])[O-], COCCOC, OB(O)c1ccc(Cl)cc1, O=[N+]([O-])c1cnccc1Cl, [K+], [K+], c1ccc(P(c2ccccc2)(c2ccccc2)[Pd](P(c2ccccc2)(c2ccccc2)c2ccccc2)(P(c2ccccc2)(c2ccccc2)c2ccccc2)P(c2ccccc2)(c2ccccc2)c2ccccc2)cc1. Yields the product O=[N+]([O-])c1cnccc1-c1ccc(Cl)cc1. RXN SMILES: [C:21](=[O:22])([O-:23])[O-:24].[CH2:27]([CH2:28][O:29][CH3:30])[O:31][CH3:32].[Cl:11][c:12]1[cH:13][cH:14][c:15]([B:18]([OH:19])[OH:20])[cH:16][cH:17]1.[Cl:1][c:2]1[c:3]([N+:8](=[O:9])[O-:10])[cH:4][n:5][cH:6][cH:7]1.[K+:25].[K+:26].[cH:33]1[cH:34][cH:35][c:36]([P:37]([Pd:38]([P:39]([c:40]2[cH:41][cH:42][cH:43][cH:44][cH:45]2)([c:46]2[cH:47][cH:48][cH:49][cH:50][cH:51]2)[c:52]2[cH:53][cH:54][cH:55][cH:56][cH:57]2)([P:58]([c:59]2[cH:60][cH:61][cH:62][cH:63][cH:64]2)([c:65]2[cH:66][cH:67][cH:68][cH:69][cH:70]2)[c:71]2[cH:72][cH:73][cH:74][cH:75][cH:76]2)[P:77]([c:78]2[cH:79][cH:80][cH:81][cH:82][cH:83]2)([c:84]2[cH:85][cH:86][cH:87][cH:88][cH:89]2)[c:90]2[cH:91][cH:92][cH:93][cH:94][cH:95]2)([c:96]2[cH:97][cH:98][cH:99][cH:100][cH:101]2)[c:102]2[cH:103][cH:104][cH:105][cH:106][cH:107]2)[cH:108][cH:109]1>>[c:2]1(-[c:15]2[cH:14][cH:13][c:12]([Cl:11])[cH:17][cH:16]2)[c:3]([N+:8](=[O:9])[O-:10])[cH:4][n:5][cH:6][cH:7]1. Reactants: C(C)(C)(C)OC(=O)N1CCC(CC1)OC=1C=C(C(=O)O)C=CC1 (3-(1-tert-butoxycarbonylpiperidin-4-yloxy)benzoic acid), NC=1C=C(C=CC1C)NC(C1=CC(=CC=C1)N1CCCC1)=O (N-(3-amino-4-methylphenyl)-3-pyrrolidin-1-ylbenzamide). Yields the product CC1=C(C=C(C=C1)NC(C1=CC(=CC=C1)N1CCCC1)=O)NC(C1=CC(=CC=C1)OC1CCN(CC1)C(=O)OC(C)(C)C)=O (N-[2-methyl-5-(3-pyrrolidin-1-ylbenzamido)phenyl]-3-(1-tert-butoxycarbonylpiperidin-4-yloxy)benzamide). The yield is 69.0%. As a reaction SMILES: [C:1]([O:5][C:6]([N:8]1[CH2:13][CH2:12][CH:11]([O:14][C:15]2[CH:16]=[C:17]([CH:21]=[CH:22][CH:23]=2)[C:18](O)=[O:19])[CH2:10][CH2:9]1)=[O:7])([CH3:4])([CH3:3])[CH3:2].[NH2:24][C:25]1[CH:26]=[C:27]([NH:32][C:33](=[O:45])[C:34]2[CH:39]=[CH:38][CH:37]=[C:36]([N:40]3[CH2:44][CH2:43][CH2:42][CH2:41]3)[CH:35]=2)[CH:28]=[CH:29][C:30]=1[CH3:31]>>[CH3:31][C:30]1[CH:29]=[CH:28][C:27]([NH:32][C:33](=[O:45])[C:34]2[CH:39]=[CH:38][CH:37]=[C:36]([N:40]3[CH2:41][CH2:42][CH2:43][CH2:44]3)[CH:35]=2)=[CH:26][C:25]=1[NH:24][C:18](=[O:19])[C:17]1[CH:21]=[CH:22][CH:23]=[C:15]([O:14][CH:11]2[CH2:10][CH2:9][N:8]([C:6]([O:5][C:1]([CH3:2])([CH3:3])[CH3:4])=[O:7])[CH2:13][CH2:12]2)[CH:16]=1. Procedure details: Using an analogous procedure to that described in the first paragraph of Example 25, 3-(1-tert-butoxycarbonylpiperidin-4-yloxy)benzoic acid was reacted with N-(3-amino-4-methylphenyl)-3-pyrrolidin-1-ylbenzamide to give N-[2-methyl-5-(3-pyrrolidin-1-ylbenzamido)phenyl]-3-(1-tert-butoxycarbonylpiperidin-4-yloxy)benzamide in 69% yield; NMR Spectrum: (DMSOd6) 1.39 (s, 9H), 1.56 (m, 2H), 1.87 (m, 2H), 3.2 (m, 2H), 3.64 (m, 2H), 4.62 (m, 1H), 6.69 (d, 1H), 7.02 (s, 1H), 7.2 (m, 4H), 7.42 (t, 1H). 7.56... Starting materials: C1(=CC=CC=C1)C(=S)SCC(=O)OC (Methyl 2-((phenylcarbonothioyl)thio)acetate), NC=1C(=NC(=CN1)Br)C(=O)NN (3-amino-6-bromopyrazine-2-carbohydrazide), Cl (HCl). Run in C(C)O (ethanol). Product: BrC=1N=C(C(=NC1)N)C=1SC(=NN1)C1=CC=CC=C1 (5-Bromo-3-(5-phenyl-1,3,4-thiadiazol-2-yl)pyrazin-2-amine). Isolated yield 35.9%. As a reaction SMILES: [C:1]1([C:7](SCC(OC)=O)=[S:8])[CH:6]=[CH:5][CH:4]=[CH:3][CH:2]=1.[NH2:15][C:16]1[C:17]([C:23]([NH:25][NH2:26])=O)=[N:18][C:19]([Br:22])=[CH:20][N:21]=1.Cl>C(O)C>[Br:22][C:19]1[N:18]=[C:17]([C:23]2[S:8][C:7]([C:1]3[CH:6]=[CH:5][CH:4]=[CH:3][CH:2]=3)=[N:26][N:25]=2)[C:16]([NH2:15])=[N:21][CH:20]=1. Procedure: Methyl 2-((phenylcarbonothioyl)thio)acetate (3.6 g, 15.9 mmol) and 3-amino-6-bromopyrazine-2-carbohydrazide (2.9 g, 12.5 mmol) were suspended in 200 mL of ethanol and refluxed for 2 days. To the mixture, 50 mL of sat. ethanolic HCl was added and the mixture was refluxed overnight. A precipitate formed. The formed solid was filtered and dried to afford 5-Bromo-3-(5-phenyl-1,3,4-thiadiazol-2-yl)pyrazin-2-amine 5 (1.5 g, 36%). Reactants: C1CCOC1, CC(C)(C)[O-], O=S(=O)(CCl)c1cccc2ccccc12, O=[N+]([O-])c1ccccc1OCCCCl, Cl, [K+]. Yields the product O=[N+]([O-])c1c(CS(=O)(=O)c2cccc3ccccc23)cccc1OCCCCl. RXN SMILES: [CH2:37]1[O:38][CH2:39][CH2:40][CH2:41]1.[CH3:30][C:31]([CH3:32])([O-:33])[CH3:34].[Cl:15][CH2:16][S:17](=[O:18])(=[O:19])[c:20]1[cH:21][cH:22][cH:23][c:24]2[cH:25][cH:26][cH:27][cH:28][c:29]12.[Cl:1][CH2:2][CH2:3][CH2:4][O:5][c:6]1[c:7]([N+:12](=[O:13])[O-:14])[cH:8][cH:9][cH:10][cH:11]1.[ClH:36].[K+:35]>>[Cl:1][CH2:2][CH2:3][CH2:4][O:5][c:6]1[c:7]([N+:12](=[O:13])[O-:14])[c:8]([CH2:16][S:17](=[O:18])(=[O:19])[c:20]2[cH:21][cH:22][cH:23][c:24]3[cH:25][cH:26][cH:27][cH:28][c:29]23)[cH:9][cH:10][cH:11]1. Reactants: CC(CO)(CCc1ccc(O)cc1)NC(=O)OC(C)(C)C, O=C([O-])[O-], CCCCCCCOS(C)(=O)=O, CCO, CCOC(C)=O, Cl, [K+], [K+]. The product is CCCCCCCOc1ccc(CCC(C)(CO)NC(=O)OC(C)(C)C)cc1. As a reaction SMILES: [C:1]([CH3:2])([CH3:3])([CH3:4])[O:5][C:6]([NH:7][C:8]([CH2:9][CH2:10][c:11]1[cH:12][cH:13][c:14]([OH:17])[cH:15][cH:16]1)([CH3:18])[CH2:19][OH:20])=[O:21].[C:22](=[O:23])([O-:24])[O-:25].[CH2:28]([CH2:29][CH2:30][CH2:31][CH2:32][CH2:33][CH3:34])[O:35][S:36]([CH3:37])(=[O:38])=[O:39].[CH3:41][CH2:42][OH:43].[CH3:44][CH2:45][O:46][C:47]([CH3:48])=[O:49].[ClH:40].[K+:26].[K+:27]>>[C:1]([CH3:2])([CH3:3])([CH3:4])[O:5][C:6]([NH:7][C:8]([CH2:9][CH2:10][c:11]1[cH:12][cH:13][c:14]([O:17][CH2:28][CH2:29][CH2:30][CH2:31][CH2:32][CH2:33][CH3:34])[cH:15][cH:16]1)([CH3:18])[CH2:19][OH:20])=[O:21].